From a dataset of the Open Reaction Database (ORD), a public repository of structured organic reaction records. describe an organic reaction: reactants, conditions, products, and yield Reaction conditions: temperature 50 celsius. Product: ClC1=C(C(=O)O)C=C(C(=C1)OC(C)C)[N+](=O)[O-] (2-chloro-4-isopropoxy-5-nitro-benzoic acid). Reaction SMILES: [Cl:1][C:2]1[CH:10]=[C:9](F)[C:8]([N+:12]([O-:14])=[O:13])=[CH:7][C:3]=1[C:4]([OH:6])=[O:5].C(=O)([O-])[O-].[Cs+].[Cs+].[CH3:21][CH:22]([OH:24])[CH3:23]>>[Cl:1][C:2]1[CH:10]=[C:9]([O:24][CH:22]([CH3:23])[CH3:21])[C:8]([N+:12]([O-:14])=[O:13])=[CH:7][C:3]=1[C:4]([OH:6])=[O:5] |f:1.2.3|. Starting materials: ClC1=C(C(=O)O)C=C(C(=C1)F)[N+](=O)[O-] (2-chloro-4-fluoro-5-nitro-benzoic acid), C([O-])([O-])=O.[Cs+].[Cs+] (cesium carbonate), CC(C)O (2-propanol). Procedure details: A mixture of 2-chloro-4-fluoro-5-nitro-benzoic acid (5.0 g, 22.8 mmol) and cesium carbonate (29.7 g, 91.1 mmol) in 2-propanol (100 mL) is heated at 50° C. overnight. The solvent is removed in vacuo and 100 mL of water is added. Concentrated aqueous HCl is added dropwise to this solution at 0° C. until pH=2. The product precipitate which forms is isolated by filtration, washed by water and dried under vacuum to give 2-chloro-4-isopropoxy-5-nitro-benzoic acid. The reactants are Cc1cc(NCC(=O)O)c([N+](=O)[O-])cc1Cl, [K], [Na+], [Na+], O, O=S([O-])S(=O)[O-]. Product: Cc1cc2c(cc1Cl)NC(=O)CN2. Reaction SMILES: [Cl:2][c:3]1[cH:4][c:5]([N+:15]([O-:16])=[O:17])[c:6]([NH:10][CH2:11][C:12](=[O:13])[OH:14])[cH:7][c:8]1[CH3:9].[K:1].[Na+:24].[Na+:25].[OH2:26].[S:18]([S:19]([O-:20])=[O:21])([O-:22])=[O:23]>>[Cl:2][c:3]1[cH:4][c:5]2[c:6]([cH:7][c:8]1[CH3:9])[NH:10][CH2:11][C:12](=[O:13])[NH:15]2. Reactants: BrC=1C=C2C=CC(=C(C2=CC1)[N+](=O)[O-])OC (6-bromo-2-methoxy-1-nitronaphthalene), C1(CCCCC1)N (cyclohexylamine). Solvent: CN(C=O)C (N,N-dimethylformamide). Run at temperature 120 celsius, time 17 hour. Product: BrC=1C=C2C=CC(=C(C2=CC1)[N+](=O)[O-])NC1CCCCC1 (6-bromo-2-cyclohexylamino-1-nitronaphthalene). Yield: 84.0%. As a reaction SMILES: [Br:1][C:2]1[CH:3]=[C:4]2[C:9](=[CH:10][CH:11]=1)[C:8]([N+:12]([O-:14])=[O:13])=[C:7](OC)[CH:6]=[CH:5]2.[CH:17]1([NH2:23])[CH2:22][CH2:21][CH2:20][CH2:19][CH2:18]1>CN(C)C=O>[Br:1][C:2]1[CH:3]=[C:4]2[C:9](=[CH:10][CH:11]=1)[C:8]([N+:12]([O-:14])=[O:13])=[C:7]([NH:23][CH:17]1[CH2:22][CH2:21][CH2:20][CH2:19][CH2:18]1)[CH:6]=[CH:5]2. Reported procedure: A solution of 6-bromo-2-methoxy-1-nitronaphthalene (10.0 g, 35.6 mmol) and 8 ml of cyclohexylamine in 50 ml of dry N,N-dimethylformamide was heated with stirring at 120° C. for 17 h. The mixture was evaporated to dryness and the residue was triturated with 50 ml of ethanol at 0° C.. The solid was isolated by filtration and washed with light petroleum to give 10.4 g (84%) of 6-bromo-2-cyclohexylamino-1-nitronaphthalene. The crude product was suspended in 150 ml of 96% ethanol and hydrogenated at ... Starting materials: C1(=CC=CC=C1)CCCN1CC(CCC1)C1=CC(=C(C=C1)F)OC (1-(3-phenylpropyl)-3-(4-fluoro-3-methoxyphenyl)piperidine), Br (hydrobromic acid). Solvent: C(C)(=O)O (acetic acid). Yields the product C1(=CC=CC=C1)CCCN1CC(CCC1)C1=CC(=C(C=C1)F)O ((-)-1-(3-Phenylpropyl)-3-(4-fluoro-3-hydroxyphenyl)piperidine). Yield: 32.0%. As a reaction SMILES: [C:1]1([CH2:7][CH2:8][CH2:9][N:10]2[CH2:15][CH2:14][CH2:13][CH:12]([C:16]3[CH:21]=[CH:20][C:19]([F:22])=[C:18]([O:23]C)[CH:17]=3)[CH2:11]2)[CH:6]=[CH:5][CH:4]=[CH:3][CH:2]=1.Br>C(O)(=O)C>[C:1]1([CH2:7][CH2:8][CH2:9][N:10]2[CH2:15][CH2:14][CH2:13][CH:12]([C:16]3[CH:21]=[CH:20][C:19]([F:22])=[C:18]([OH:23])[CH:17]=3)[CH2:11]2)[CH:6]=[CH:5][CH:4]=[CH:3][CH:2]=1. Procedure: The 1-(3-phenylpropyl)-3-(4-fluoro-3-methoxyphenyl)piperidine from Preparation 5 was reacted with 48% aqueous hydrobromic acid in glacial acetic acid using the procedure of Example 3. The product was chromatographed on silica gel, eluting with ethyl acetate/hexane/triethylamine (5:5:3). This afforded a 32% yield of the title compound, [alpha]D25 =-21.2° (c=1; C2H5OH). The reactants are N1(CCNCC1)C(=O)OCC1=CC=CC=C1 (Benzyl 1-piperazinecarboxylate), isobutylaldehyde, O1CCCC1 (tetrahydrofuran), aqueous solution, [OH-].[Na+] (sodium hydroxide), C(C)(=O)O (acetic acid), C(C)(=O)O[BH-](OC(C)=O)OC(C)=O.[Na+] (sodium triacetoxyborohydride). Run at time 2 hour. Yields the product C(C(C)C)N1CCN(CC1)C(=O)OCC1=CC=CC=C1 (benzyl 4-isobutylpiperazin-1-carboxylate). As a reaction SMILES: [N:1]1([C:7]([O:9][CH2:10][C:11]2[CH:16]=[CH:15][CH:14]=[CH:13][CH:12]=2)=[O:8])[CH2:6][CH2:5][NH:4][CH2:3][CH2:2]1.[C:17](O)(=O)C.C(O[BH-](OC(=O)C)OC(=O)C)(=O)C.[Na+].[OH-].[Na+].O1[CH2:41][CH2:40][CH2:39]C1>>[CH2:17]([N:4]1[CH2:5][CH2:6][N:1]([C:7]([O:9][CH2:10][C:11]2[CH:16]=[CH:15][CH:14]=[CH:13][CH:12]=2)=[O:8])[CH2:2][CH2:3]1)[CH:40]([CH3:39])[CH3:41] |f:2.3,4.5|. Procedure: Benzyl 1-piperazinecarboxylate (1.1 g, 5.00 mmol) and isobutylaldehyde (0.91 mL, 10.0 mmol) were dissolved in 30 mL of tetrahydrofuran, and acetic acid (0.57 mL, 10.0 mmol) and sodium triacetoxyborohydride (2.11 g, 10.0 mmol) were added thereto, and the reaction mixture was stirred at room temperature for two hours. The reaction mixture was mixed with a 1N aqueous solution of sodium hydroxide, extracted with ethyl acetate twice, and the combined organic layers were washed with brine once. The mi...